The task is: describe an organic reaction: reactants, conditions, products, and yield. This data is from the Open Reaction Database (ORD), a public repository of structured organic reaction records. The reactants are ice water, C(=O)([O-])[O-].[K+].[K+] (K2CO3), C(#N)C(C(=O)OCC)C (ethyl 2-cyanopropionate), FC=1C=C(C=C(C1F)F)[N+](=O)[O-] (3,4,5-trifluoronitrobenzene), OS(=O)(=O)O.O (H2SO4 H2O). Run in CN(C)C=O (DMF). Reaction conditions: temperature 150 celsius, time 8 hour. The product is C(#N)C(C(=O)OCC)(C)C1=C(C=C(C=C1F)[N+](=O)[O-])F (ethyl 2-cyano-2-(4-nitro-2,6-difluorophenyl)propionate). Isolated yield 77.0%. As a reaction SMILES: C([O-])([O-])=O.[K+].[K+].[C:7]([CH:9]([CH3:15])[C:10]([O:12][CH2:13][CH3:14])=[O:11])#[N:8].[F:16][C:17]1[CH:18]=[C:19]([N+:25]([O-:27])=[O:26])[CH:20]=[C:21]([F:24])[C:22]=1F.OS(O)(=O)=O.O>CN(C=O)C>[C:7]([C:9]([C:22]1[C:21]([F:24])=[CH:20][C:19]([N+:25]([O-:27])=[O:26])=[CH:18][C:17]=1[F:16])([CH3:15])[C:10]([O:12][CH2:13][CH3:14])=[O:11])#[N:8] |f:0.1.2,5.6|. Reported procedure: A stirred suspension of anhydrous K2CO3 (79.5 g, 575 mmol) in anhydrous DMF (365 mL) is heated to 150° C. and treated with ethyl 2-cyanopropionate (71.8 g, 564 mmol) via addition funnel over 20 min. The reaction is allowed to cool gradually to ambient temperature over 90 min, and then cooled further (to ca. 12° C.) with a mild ice bath. The yellow reaction mixture is at this point treated with 3,4,5-trifluoronitrobenzene (94.8 g, 535 mmol) via addition funnel over 20 min. The deep purple reactio... Procedure: To a hot suspension of 280 mg of 7-methylsulphonyloxy-3-methylsulphonyloxymethyl-2,4-dioxabicyclo[3,3,1]nonane in 2,5 ml of isopropanol is added 2,5 ml of a boiling 2 n potassium hydroxide solution in isopropanol while stirring vigorously, and the resulting reaction mixture is boiled under reflux for 3 minutes. The reaction mixture is cooled and treated with 5 ml of an 8% sodium bicarbonate solution, then extracted 3 times with methylene chloride. The combined extracts are dried over sodium sulp... Yields the product CS(=O)(=O)OCC1OC2CC=CC(O1)C2 (racemic 3-methylsulphonyloxymethyl-2,4-dioxabicyclo[3,3,1]non-6-ene). Solvent: C(C)(C)O (isopropanol), C(C)(C)O (isopropanol). RXN SMILES: CS(O[CH:6]1[CH2:13][CH:12]2[CH2:14][CH:8]([O:9][CH:10]([CH2:15][O:16][S:17]([CH3:20])(=[O:19])=[O:18])[O:11]2)[CH2:7]1)(=O)=O.[OH-].[K+].C(=O)(O)[O-].[Na+]>C(O)(C)C>[CH3:20][S:17]([O:16][CH2:15][CH:10]1[O:11][CH:12]2[CH2:14][CH:8]([CH2:7][CH:6]=[CH:13]2)[O:9]1)(=[O:18])=[O:19] |f:1.2,3.4|. Reactants: [OH-].[K+] (potassium hydroxide), CS(=O)(=O)OC1CC2OC(OC(C1)C2)COS(=O)(=O)C (7-methylsulphonyloxy-3-methylsulphonyloxymethyl-2,4-dioxabicyclo[3,3,1]nonane), C([O-])(O)=O.[Na+] (sodium bicarbonate). The reactants are C(C1=CC=CC=C1)OC([C@@H](NC(CC[C@@H](NC([C@@H](NC(=O)OC(C)(C)C)C)=O)C(N)=O)=O)CCCCNC(=O)OCC1=CC=CC=C1)=O (Nα -(t-butyloxycarbonyl-alanyl-D-isoglutaminyl)-Nε -benzyloxycarbonyl-lysine benzyl ester), [H][H] (hydrogen). The reagents and catalysts are [Pd] (palladium-on-carbon). Run in C(C)(=O)O (acetic acid). Yields the product C(C)(C)(C)OC(=O)N[C@@H](C)C(=O)N[C@H](CCC(=O)N[C@@H](CCCCN)C(=O)O)C(N)=O (Nα -(t-butyloxycarbonylalanyl-D-isoglutaminyl)-lysine). Isolated yield 89.1%. RXN SMILES: C([O:8][C:9](=[O:48])[C@H:10]([CH2:33][CH2:34][CH2:35][CH2:36][NH:37]C(OCC1C=CC=CC=1)=O)[NH:11][C:12](=[O:32])[CH2:13][CH2:14][C@H:15]([C:29](=[O:31])[NH2:30])[NH:16][C:17](=[O:28])[C@H:18]([CH3:27])[NH:19][C:20]([O:22][C:23]([CH3:26])([CH3:25])[CH3:24])=[O:21])C1C=CC=CC=1.[H][H]>C(O)(=O)C.[Pd]>[C:23]([O:22][C:20]([NH:19][C@H:18]([C:17]([NH:16][C@@H:15]([C:29](=[O:31])[NH2:30])[CH2:14][CH2:13][C:12]([NH:11][C@H:10]([C:9]([OH:48])=[O:8])[CH2:33][CH2:34][CH2:35][CH2:36][NH2:37])=[O:32])=[O:28])[CH3:27])=[O:21])([CH3:24])([CH3:25])[CH3:26]. Procedure details: In 40 ml of acetic acid was dissolved 4.00 g of Nα -(t-butyloxycarbonyl-alanyl-D-isoglutaminyl)-Nε -benzyloxycarbonyl-lysine benzyl ester, and the solution was hydrogenolyzed in the presence of palladium-on-carbon in a hydrogen stream at room temperature. The catalyst was removed by filtration, and the filtrate was concentrated. To the residue was added diethyl ether, and the precipitated powder was recrystallized from methanoldiethyl ether to obtain 2.37 g of Nα -(t-butyloxycarbonylalanyl-D-iso...